Dataset: the Open Reaction Database (ORD), a public repository of structured organic reaction records. Task: describe an organic reaction: reactants, conditions, products, and yield Reactants: O=C([O-])[O-], CN(C)C=O, O=C(O)CCc1oc(Cl)nc1-c1ccc(Cl)cc1, Cl, [K+], [K+], O, Oc1ccccc1. The product is O=C(O)CCc1oc(Oc2ccccc2)nc1-c1ccc(Cl)cc1. Reaction SMILES: [C:26](=[O:27])([O-:28])[O-:29].[CH3:34][N:35]([CH3:36])[CH:37]=[O:38].[Cl:1][c:2]1[o:3][c:4]([CH2:14][CH2:15][C:16](=[O:17])[OH:18])[c:5](-[c:7]2[cH:8][cH:9][c:10]([Cl:13])[cH:11][cH:12]2)[n:6]1.[ClH:32].[K+:30].[K+:31].[OH2:33].[OH:19][c:20]1[cH:21][cH:22][cH:23][cH:24][cH:25]1>>[c:2]1([O:19][c:20]2[cH:21][cH:22][cH:23][cH:24][cH:25]2)[o:3][c:4]([CH2:14][CH2:15][C:16](=[O:17])[OH:18])[c:5](-[c:7]2[cH:8][cH:9][c:10]([Cl:13])[cH:11][cH:12]2)[n:6]1.